Dataset: the Open Reaction Database (ORD), a public repository of structured organic reaction records. Task: describe an organic reaction: reactants, conditions, products, and yield Procedure details: In analogy to the procedure described in example 2.2, 3-[3-cyclohexyl-3-(2-phenyl-2H-indazol-3-yl)-ureido]-benzoic acid methyl ester was treated with 1 N aqueous lithium hydroxide solution in THF/MeOH 1/1 for 5 h at ambient temperature to give the title compound as yellow foam. MS: m/e=455.1 [M+H+]. The product is C1(CCCCC1)N(C(NC=1C=C(C(=O)O)C=CC1)=O)C=1N(N=C2C=CC=CC12)C1=CC=CC=C1 (3-[3-Cyclohexyl-3-(2-phenyl-2H-indazol-3-yl)-ureido]-benzoic acid). Reactants: COC(C1=CC(=CC=C1)NC(=O)N(C=1N(N=C2C=CC=CC12)C1=CC=CC=C1)C1CCCCC1)=O (3-[3-cyclohexyl-3-(2-phenyl-2H-indazol-3-yl)-ureido]-benzoic acid methyl ester), [OH-].[Li+] (lithium hydroxide). RXN SMILES: C[O:2][C:3](=[O:35])[C:4]1[CH:9]=[CH:8][CH:7]=[C:6]([NH:10][C:11]([N:13]([CH:29]2[CH2:34][CH2:33][CH2:32][CH2:31][CH2:30]2)[C:14]2[N:15]([C:23]3[CH:28]=[CH:27][CH:26]=[CH:25][CH:24]=3)[N:16]=[C:17]3[C:22]=2[CH:21]=[CH:20][CH:19]=[CH:18]3)=[O:12])[CH:5]=1.[OH-].[Li+]>C1COCC1.CO>[CH:29]1([N:13]([C:14]2[N:15]([C:23]3[CH:28]=[CH:27][CH:26]=[CH:25][CH:24]=3)[N:16]=[C:17]3[C:22]=2[CH:21]=[CH:20][CH:19]=[CH:18]3)[C:11](=[O:12])[NH:10][C:6]2[CH:5]=[C:4]([CH:9]=[CH:8][CH:7]=2)[C:3]([OH:35])=[O:2])[CH2:34][CH2:33][CH2:32][CH2:31][CH2:30]1 |f:1.2,3.4|. Run in C1CCOC1.CO (THF MeOH). Reactants: C1(=CC=CC=C1)C#C (phenylacetylene), ( B1 ), C=1(C(=CC=CC1)Br)C#CC1=CC=CC=C1 (tolanylbromide), ( C1 ), C[Si](C)(C)C#C (trimethylsilylacetylene). Product: C1(=C(C=CC=C1)C#C)C#CC1=CC=CC=C1 (tolanylacetylene). Reaction SMILES: [C:1]1(C#C)C=CC=C[CH:2]=1.[C:9]1([C:16]#[C:17][C:18]2[CH:23]=[CH:22][CH:21]=[CH:20][CH:19]=2)[C:10](Br)=[CH:11][CH:12]=[CH:13][CH:14]=1.C[Si](C#C)(C)C>>[C:9]1([C:16]#[C:17][C:18]2[CH:23]=[CH:22][CH:21]=[CH:20][CH:19]=2)[CH:14]=[CH:13][CH:12]=[CH:11][C:10]=1[C:1]#[CH:2]. Procedure details: In an especially contemplated arm extension strategy depicted in FIG. 4, in which AD represents an admantane or diamantane group. Phenylacetylene is a starting molecule that is reacted (A1) with TBA (supra) to yield tetrakis(mono-tolanyl)-adamantane. Alternatively, phenylacetylene can be converted (B1) to tolanylbromide that is subsequently reacted (C1) with trimethylsilylacetylene to form tolanylacetylene. TBA can then be reacted (A2) with tolanylacetylene to tetrakis(bis-tolanyl)-adamantane. I... Starting materials: CS(=O)(=O)OCCC1(c2ccccc2)CCN(C(=O)OCc2ccccc2)C1, CCOCCn1c(N2CCCNCC2)nc2ccccc21, CC#N, CCN(C(C)C)C(C)C, I. Product: CCOCCn1c(N2CCCN(CCC3(c4ccccc4)CCN(C(=O)OCc4ccccc4)C3)CC2)nc2ccccc21. Reaction SMILES: [C:1](=[O:2])([O:3][CH2:4][c:5]1[cH:6][cH:7][cH:8][cH:9][cH:10]1)[N:11]1[CH2:12][C:13]([CH2:16][CH2:17][O:18][S:19]([CH3:20])(=[O:21])=[O:22])([c:23]2[cH:24][cH:25][cH:26][cH:27][cH:28]2)[CH2:14][CH2:15]1.[CH2:30]([CH3:31])[O:32][CH2:33][CH2:34][n:35]1[c:36]([N:44]2[CH2:45][CH2:46][NH:47][CH2:48][CH2:49][CH2:50]2)[n:37][c:38]2[c:39]1[cH:40][cH:41][cH:42][cH:43]2.[CH3:60][C:61]#[N:62].[CH:51]([N:52]([CH2:53][CH3:54])[CH:55]([CH3:56])[CH3:57])([CH3:58])[CH3:59].[IH:29]>>[C:1](=[O:2])([O:3][CH2:4][c:5]1[cH:6][cH:7][cH:8][cH:9][cH:10]1)[N:11]1[CH2:12][C:13]([CH2:16][CH2:17][N:47]2[CH2:46][CH2:45][N:44]([c:36]3[n:35]([CH2:34][CH2:33][O:32][CH2:30][CH3:31])[c:39]4[c:38]([n:37]3)[cH:43][cH:42][cH:41][cH:40]4)[CH2:50][CH2:49][CH2:48]2)([c:23]2[cH:24][cH:25][cH:26][cH:27][cH:28]2)[CH2:14][CH2:15]1. The reactants are CCOC(C)=O, CNS(=O)(=O)c1cccc([N+](=O)[O-])c1. Yields the product CNS(=O)(=O)c1cccc(N)c1. RXN SMILES: [CH3:15][CH2:16][O:17][C:18](=[O:19])[CH3:20].[CH3:1][NH:2][S:3](=[O:4])(=[O:5])[c:6]1[cH:7][c:8]([N+:12]([O-:13])=[O:14])[cH:9][cH:10][cH:11]1>>[CH3:1][NH:2][S:3](=[O:4])(=[O:5])[c:6]1[cH:7][c:8]([NH2:12])[cH:9][cH:10][cH:11]1.